Dataset: the Open Reaction Database (ORD), a public repository of structured organic reaction records. Task: describe an organic reaction: reactants, conditions, products, and yield The reactants are S(=O)(=O)([O-])S(=O)[O-].[Na+].[Na+] (sodium meta-bisulfite), [OH-].[Na+] (NaOH), FC(C(=O)[O-])(F)F.[Tl+3].FC(C(=O)[O-])(F)F.FC(C(=O)[O-])(F)F (thallium (III) trifluoroacetate), CC1=CC=C2C(=CNC2=C1)C=O (6-methyl-indole-3-carboxaldehyde), [I-].[K+] (potassium iodide). The solvent is FC(C(=O)O)(F)F (trifluoroacetic acid). Reaction conditions: temperature 30 celsius, time 2 hour. Product: CC1=CC(=C2C(=CNC2=C1)C=O)I (6-methyl-4-iodo-indole-3-carboxaldehyde). As a reaction SMILES: FC(F)(F)C([O-])=O.[Tl+3].FC(F)(F)C([O-])=O.FC(F)(F)C([O-])=O.[CH3:23][C:24]1[CH:32]=[C:31]2[C:27]([C:28]([CH:33]=[O:34])=[CH:29][NH:30]2)=[CH:26][CH:25]=1.[I-:35].[K+].S(S([O-])=O)([O-])(=O)=O.[Na+].[Na+].[OH-].[Na+]>FC(F)(F)C(O)=O>[CH3:23][C:24]1[CH:32]=[C:31]2[C:27]([C:28]([CH:33]=[O:34])=[CH:29][NH:30]2)=[C:26]([I:35])[CH:25]=1 |f:0.1.2.3,5.6,7.8.9,10.11|. Procedure details: A solution of thallium (III) trifluoroacetate (1 g 1.84 mmol) in trifluoroacetic acid (15 mL) was added to 6-methyl-indole-3-carboxaldehyde (200 mg, 1.25 mmol) and the resulting mixture was stirred at 30° C. for 2 h. The solvent was removed under vacuum (rotary evaporator). To the residue was added an aqueous solution of potassium iodide (2 g, 12 mmol, in 20 mL of water) and the mixture was stirred at room temperature overnight. Solid sodium meta-bisulfite was added to the reaction mixture until...